This data is from the Open Reaction Database (ORD), a public repository of structured organic reaction records. The task is: describe an organic reaction: reactants, conditions, products, and yield Reactants: ClC(=O)OC(C)Cl (1-chloroethyl chloroformate), C(C1=CC=CC=C1)N1C[C@@H](N(C[C@H]1C)C1=CC(=C(C#N)C=C1)C(F)(F)F)C ((2S,5R)-4-(4-benzyl-2,5-dimethylpiperazin-1-yl)-2-trifluoromethylbenzonitrile). Run in ClC(C)Cl (dichloroethane). Conditions: time 2 day. The product is C[C@@H]1N(C[C@H](NC1)C)C1=CC(=C(C#N)C=C1)C(F)(F)F ((2S,5R)-4-(2,5-Dimethylpiperazin-1-yl)-2-trifluoromethylbenzonitrile). The yield is 80.8%. Reaction SMILES: ClC(OC(Cl)C)=O.C([N:15]1[C@H:20]([CH3:21])[CH2:19][N:18]([C:22]2[CH:29]=[CH:28][C:25]([C:26]#[N:27])=[C:24]([C:30]([F:33])([F:32])[F:31])[CH:23]=2)[C@@H:17]([CH3:34])[CH2:16]1)C1C=CC=CC=1>ClC(Cl)C>[CH3:34][C@H:17]1[CH2:16][NH:15][C@H:20]([CH3:21])[CH2:19][N:18]1[C:22]1[CH:29]=[CH:28][C:25]([C:26]#[N:27])=[C:24]([C:30]([F:33])([F:32])[F:31])[CH:23]=1. Procedure details: A 0.92 ml portion of 1-chloroethyl chloroformate was added to 20 ml of dichloroethane solution containing 0.31 g of (2S,5R)-4-(4-benzyl-2,5-dimethylpiperazin-1-yl)-2-trifluoromethylbenzonitrile, and the mixture was stirred for 2 days with heating under reflux. The reaction mixture was concentrated, mixed with 20 ml of methanol and then stirred for 1 day with heating under reflux. The reaction mixture was concentrated and the residue was subjected to a silica gel column chromatography and purifie... Starting materials: [BH4-].[Na+] (sodium borohydride), C1(CCCCC1)C1=CC=C(C=C1)C(C)=O (4'-cyclohexyl-acetophenone). The solvent is CO (methanol). Product: C1(CCCCC1)C1=CC=C(C=C1)C(C)O (1-(4'-Cyclohexyl-phenyl)-1-hydroxy-ethane). Yield: 102.1%. As a reaction SMILES: [BH4-].[Na+].[CH:3]1([C:9]2[CH:14]=[CH:13][C:12]([C:15](=[O:17])[CH3:16])=[CH:11][CH:10]=2)[CH2:8][CH2:7][CH2:6][CH2:5][CH2:4]1>CO>[CH:3]1([C:9]2[CH:10]=[CH:11][C:12]([CH:15]([OH:17])[CH3:16])=[CH:13][CH:14]=2)[CH2:4][CH2:5][CH2:6][CH2:7][CH2:8]1 |f:0.1|. Reported procedure: 11.4 gm (0.3 mol) of sodium borohydride were added in small portions at 20°-25° C to 60.7 gm (0.3 mol) of 4'-cyclohexyl-acetophenone (m.p. 66°-67° C) in 300 ml of methanol while stirring vigorously and cooling on ice. The resulting mixture was then stirred for another hour at room temperature, and the reaction product was precipitated with acidified ice water. After suction filtering, washing and drying, 62.6 gm of crystalline material were obtained. A sample, recrystallized from petroleum ether... Product: C=CCOC(=O)c1c(C)cccc1N. Reaction SMILES: [CH3:20][OH:21].[CH3:4][c:5]1[c:6]([C:7](=[O:8])[O:9][CH2:10][CH:11]=[CH2:12])[c:13]([N+:17]([O-:18])=[O:19])[cH:14][cH:15][cH:16]1.[Cl-:3].[OH2:1].[OH2:2]>>[CH3:4][c:5]1[c:6]([C:7](=[O:8])[O:9][CH2:10][CH:11]=[CH2:12])[c:13]([NH2:17])[cH:14][cH:15][cH:16]1. Reactants: CO, C=CCOC(=O)c1c(C)cccc1[N+](=O)[O-], [Cl-], O, O. Starting materials: BrC=1C=C2N=CC=NC2=CC1 (6-bromo-quinoxaline), C(C)OC(=C)[Sn](CCCC)(CCCC)CCCC (1-ethoxyvinyltri-n-butyltin), F[B-](F)(F)F.C(C)(C)(C)[PH+](C(C)(C)C)C(C)(C)C (tri-t-butylphosphonium tetrafluoroborate). The reagents and catalysts are C(C)(=O)[O-].[Pd+2].C(C)(=O)[O-] (palladium(II) acetate). The solvent is CN(C)C=O (DMF). Yields the product N1=CC=NC2=CC(=CC=C12)C(C)=O (1-Quinoxalin-6-yl-ethanone). Yield: 51.1%. As a reaction SMILES: Br[C:2]1[CH:3]=[C:4]2[C:9](=[CH:10][CH:11]=1)[N:8]=[CH:7][CH:6]=[N:5]2.[CH2:12]([O:14]C([Sn](CCCC)(CCCC)CCCC)=C)[CH3:13].F[B-](F)(F)F.C([PH+](C(C)(C)C)C(C)(C)C)(C)(C)C>CN(C=O)C.C([O-])(=O)C.[Pd+2].C([O-])(=O)C>[N:8]1[C:9]2[C:4](=[CH:3][C:2]([C:12](=[O:14])[CH3:13])=[CH:11][CH:10]=2)[N:5]=[CH:6][CH:7]=1 |f:2.3,5.6.7|. Procedure details: A solution of 6-bromo-quinoxaline (261 mg, 1.25 mmol), 1-ethoxyvinyltri-n-butyltin (0.47 mL, 1.4 mmol), palladium(II) acetate (16 mg) and tri-t-butylphosphonium tetrafluoroborate (41 mg) in anhydrous DMF (4 mL) under a nitrogen atmosphere was heated at 120° C. for 1 hr. The reaction mixture was cooled to ambient temperature and partitioned between ethyl acetate (25 mL) and H2O (10 mL). The organic extraction was washed with brine, dried (MgSO4), filtered, and concentrated. The concentrate was ch... The reactants are C, CO, COc1cc(NC(=O)C2CC2)c(Cl)cc1C(=O)O, [H][H], [K+], [OH-], [Pd]. Product: COc1cc(NC(=O)C2CC2)ccc1C(=O)O. RXN SMILES: [C:25].[CH3:23][OH:24].[CH:1]1([C:4](=[O:5])[NH:6][c:7]2[cH:8][c:9]([O:17][CH3:18])[c:10]([C:11](=[O:12])[OH:13])[cH:14][c:15]2[Cl:16])[CH2:2][CH2:3]1.[H:21][H:22].[K+:20].[OH-:19].[Pd:26]>>[CH:1]1([C:4](=[O:5])[NH:6][c:7]2[cH:8][c:9]([O:17][CH3:18])[c:10]([C:11](=[O:12])[OH:13])[cH:14][cH:15]2)[CH2:2][CH2:3]1. Reactants: CN(C1CCCN(C2=C1C=CC=C2)C(C2=CC=C(C=C2)NC(C2=C(C=CC=C2)Cl)=O)=O)C (5-dimethylamino-1-[4-(2-chlorobenzoylamino)benzoyl]-2,3,4,5-tetrahydro-1H-benzazepine), CI (methyl iodide). Run in C(Cl)(Cl)Cl (chloroform). Run at temperature 100 celsius, time 3 hour. Product: ClC1=C(C(=O)NC2=CC=C(C(=O)N3CCC=CC4=C3C=CC=C4)C=C2)C=CC=C1 (1-[4-(2-chlorobenzoylamino)benzoyl]-2,3-dihydro-1H-benzazepine). Isolated yield 57.3%. Reaction SMILES: CN(C)[CH:3]1[C:9]2[CH:10]=[CH:11][CH:12]=[CH:13][C:8]=2[N:7]([C:14](=[O:31])[C:15]2[CH:20]=[CH:19][C:18]([NH:21][C:22](=[O:30])[C:23]3[CH:28]=[CH:27][CH:26]=[CH:25][C:24]=3[Cl:29])=[CH:17][CH:16]=2)[CH2:6][CH2:5][CH2:4]1.CI>C(Cl)(Cl)Cl>[Cl:29][C:24]1[CH:25]=[CH:26][CH:27]=[CH:28][C:23]=1[C:22]([NH:21][C:18]1[CH:17]=[CH:16][C:15]([C:14]([N:7]2[C:8]3[CH:13]=[CH:12][CH:11]=[CH:10][C:9]=3[CH:3]=[CH:4][CH2:5][CH2:6]2)=[O:31])=[CH:20][CH:19]=1)=[O:30]. Reported procedure: A mixture of 5-dimethylamino-1-[4-(2-chlorobenzoylamino)benzoyl]-2,3,4,5-tetrahydro-1H-benzazepine (10 g), methyl iodide (1.7 ml) and chloroform (10 ml) is heated with stirring at 100° C. for 3 hours in an autoclave. After completion of the reaction, the solvent is distilled off under reduced pressure and the resulting residue is dissolved in methanol. The mixture is treated with IRA-400 (trade mark; Organo Co., Ltd., OH- type). Methanol is distilled off and the resulting residue is suspended in...